This data is from the Open Reaction Database (ORD), a public repository of structured organic reaction records. The task is: describe an organic reaction: reactants, conditions, products, and yield Starting materials: C(C)(C)(C)OC(=O)N1CCN(CC1)CC1=CC=C(C=C1)[C@H]1COC=2C(=NC=CC2)O1 (4-[(S)-4-(2,3-dihydro-[1,4]dioxino[2,3-b]pyridin-3-yl)-benzyl]-piperazine-1-carboxylic acid tert-butyl ester), N1CCC(CC1)OCC(=O)N (2-(piperidin-4-yloxy)acetamide). Yields the product O1C[C@@H](OC2=NC=CC=C21)C2=CC=C(CN1CCC(CC1)OCC(=O)N)C=C2 (2-{1-[(S)-4-(2,3-Dihydro-[1,4]dioxino[2,3-b]pyridin-3-yl)-benzyl]-piperidin-4-yloxy}-acetamide). Reaction SMILES: C(OC(N1C[CH2:12][N:11]([CH2:14][C:15]2[CH:20]=[CH:19][C:18]([C@@H:21]3[O:30][C:25]4=[N:26][CH:27]=[CH:28][CH:29]=[C:24]4[O:23][CH2:22]3)=[CH:17][CH:16]=2)[CH2:10][CH2:9]1)=O)(C)(C)C.N1CC[CH:34]([O:37][CH2:38][C:39]([NH2:41])=[O:40])[CH2:33]C1>>[O:23]1[C:24]2[C:25](=[N:26][CH:27]=[CH:28][CH:29]=2)[O:30][C@@H:21]([C:18]2[CH:17]=[CH:16][C:15]([CH2:14][N:11]3[CH2:12][CH2:33][CH:34]([O:37][CH2:38][C:39]([NH2:41])=[O:40])[CH2:9][CH2:10]3)=[CH:20][CH:19]=2)[CH2:22]1. Procedure: Compound 274 is synthesized from Intermediate C and 2-(piperidin-4-yloxy)acetamide according to General Method K. (LC/MS method 16: ES+ m/z 384.3 [M+H]+, Rt=0.32 min) The reactants are ClC1=CC=C(C=C1)C1=CC(=NO1)NO (5-(4-Chlorophenyl)-3-hydroxyaminoisoxazole), C(C)(C)(C)OC(=O)NCCO (2-(N-tert-butoxycarbonylamino)ethanol). The product is C(C)(C)(C)OC(=O)NCCOC1=NOC(=C1)C1=CC=C(C=C1)Cl (3-(2-(N-tert-Butoxycarbonylamino)ethoxy)-5-(4-chlorophenyl)isoxazole). Isolated yield 74.0%. As a reaction SMILES: [Cl:1][C:2]1[CH:7]=[CH:6][C:5]([C:8]2[O:12][N:11]=[C:10](NO)[CH:9]=2)=[CH:4][CH:3]=1.[C:15]([O:19][C:20]([NH:22][CH2:23][CH2:24][OH:25])=[O:21])([CH3:18])([CH3:17])[CH3:16]>>[C:15]([O:19][C:20]([NH:22][CH2:23][CH2:24][O:25][C:10]1[CH:9]=[C:8]([C:5]2[CH:6]=[CH:7][C:2]([Cl:1])=[CH:3][CH:4]=2)[O:12][N:11]=1)=[O:21])([CH3:18])([CH3:17])[CH3:16]. Procedure details: 5-(4-Chlorophenyl)-3-hydroxyaminoisoxazole (0.58 g) and 2-(N-tert-butoxycarbonylamino)ethanol (0.48 g) were subjected to reaction and post-treatment in a similar manner to that described in Example 1(a) to obtain the title compound (0.69 g, 68%) as colorless crystals. The reactants are O=CN1CCNCC1, CSc1ncnc2c(N3CCOCC3)nc(Cl)nc12, O. Yields the product CSc1ncnc2c(N3CCOCC3)nc(N3CCN(C=O)CC3)nc12. As a reaction SMILES: [CH:20](=[O:21])[N:22]1[CH2:23][CH2:24][NH:25][CH2:26][CH2:27]1.[Cl:1][c:2]1[n:3][c:4]([N:14]2[CH2:15][CH2:16][O:17][CH2:18][CH2:19]2)[c:5]2[c:6]([n:7]1)[c:8]([S:12][CH3:13])[n:9][cH:10][n:11]2.[OH2:28]>>[c:2]1([N:25]2[CH2:24][CH2:23][N:22]([CH:20]=[O:21])[CH2:27][CH2:26]2)[n:3][c:4]([N:14]2[CH2:15][CH2:16][O:17][CH2:18][CH2:19]2)[c:5]2[c:6]([n:7]1)[c:8]([S:12][CH3:13])[n:9][cH:10][n:11]2. Procedure details: A mixture of 105 parts of 1-(3-chloropropyl)-1,3-dihydro-3-(1-methylethenyl)-2H-benzimidazol-2-one, 71 parts of N-(4-chloro-2-nitrophenyl)-4-piperidinamine hydrobromide, 53 parts of sodium carbonate, 0.2 parts of potassium iodide and 320 parts of 4-methyl-2-pentanone is stirred and refluxed for 24 hours with water-separator. The reaction mixture is cooled, water is added and the layers are separated. The organic phase is dried, filtered and evaporated, yielding 98.5 parts (100%) of 1-[3-{4-[(4-c... Reaction SMILES: Cl[CH2:2][CH2:3][CH2:4][N:5]1[C:9]2[CH:10]=[CH:11][CH:12]=[CH:13][C:8]=2[N:7]([C:14]([CH3:16])=[CH2:15])[C:6]1=[O:17].Br.[Cl:19][C:20]1[CH:25]=[CH:24][C:23]([NH:26][CH:27]2[CH2:32][CH2:31][NH:30][CH2:29][CH2:28]2)=[C:22]([N+:33]([O-:35])=[O:34])[CH:21]=1.C(=O)([O-])[O-].[Na+].[Na+].[I-].[K+]>O.CC(C)CC(=O)C>[Cl:19][C:20]1[CH:25]=[CH:24][C:23]([NH:26][CH:27]2[CH2:32][CH2:31][N:30]([CH2:2][CH2:3][CH2:4][N:5]3[C:9]4[CH:10]=[CH:11][CH:12]=[CH:13][C:8]=4[N:7]([C:14]([CH3:16])=[CH2:15])[C:6]3=[O:17])[CH2:29][CH2:28]2)=[C:22]([N+:33]([O-:35])=[O:34])[CH:21]=1 |f:1.2,3.4.5,6.7|. Product: 98.5, ClC1=CC(=C(C=C1)NC1CCN(CC1)CCCN1C(N(C2=C1C=CC=C2)C(=C)C)=O)[N+](=O)[O-] (1-[3-{4-[(4-chloro-2-nitrophenyl)amino]-1-piperidinyl}propyl]-1,3-dihydro-3-(1-methylethenyl)-2H-benzimidazol-2-one). The reactants are 105, ClCCCN1C(N(C2=C1C=CC=C2)C(=C)C)=O (1-(3-chloropropyl)-1,3-dihydro-3-(1-methylethenyl)-2H-benzimidazol-2-one), Br.ClC1=CC(=C(C=C1)NC1CCNCC1)[N+](=O)[O-] (N-(4-chloro-2-nitrophenyl)-4-piperidinamine hydrobromide), C([O-])([O-])=O.[Na+].[Na+] (sodium carbonate), [I-].[K+] (potassium iodide). Isolated yield 100.0%. Solvent: CC(CC(C)=O)C (4-methyl-2-pentanone), O (water), O (water). The reactants are C1(=CC=C(C=C1)S(=O)(=O)N1[C@@H](CSCC1)C(=O)O)C ((3R)-4-(4-toluenesulfonyl)thiomorpholine-3-carboxylic acid), C1(=CC=CC=C1)C(CCC1=CC=CC=C1)O ((1,3-diphenyl)-propanol), C1CCC(CC1)N=C=NC2CCCCC2 (DCC). Reagents/catalysts: CN(C)C=1C=CN=CC1 (DMAP). Run in C(Cl)Cl (CH2Cl2). Run at time 24 hour. Yields the product C1(=CC=CC=C1)C(CCC1=CC=CC=C1)OC(=O)[C@H]1N(CCSC1)S(=O)(=O)C1=CC=C(C=C1)C ((3R)-4-(4-toluenesulfonyl)thiomorpholine-3-carboxylic acid (1,3-diphenyl)-propyl ester). Yield: 30.3%. As a reaction SMILES: [C:1]1([CH3:19])[CH:6]=[CH:5][C:4]([S:7]([N:10]2[CH2:15][CH2:14][S:13][CH2:12][C@H:11]2[C:16]([OH:18])=[O:17])(=[O:9])=[O:8])=[CH:3][CH:2]=1.[C:20]1([CH:26](O)[CH2:27][CH2:28][C:29]2[CH:34]=[CH:33][CH:32]=[CH:31][CH:30]=2)[CH:25]=[CH:24][CH:23]=[CH:22][CH:21]=1.C1CCC(N=C=NC2CCCCC2)CC1>CN(C1C=CN=CC=1)C.C(Cl)Cl>[C:20]1([CH:26]([O:17][C:16]([C@@H:11]2[CH2:12][S:13][CH2:14][CH2:15][N:10]2[S:7]([C:4]2[CH:3]=[CH:2][C:1]([CH3:19])=[CH:6][CH:5]=2)(=[O:9])=[O:8])=[O:18])[CH2:27][CH2:28][C:29]2[CH:30]=[CH:31][CH:32]=[CH:33][CH:34]=2)[CH:25]=[CH:24][CH:23]=[CH:22][CH:21]=1. Procedure details: 0.301 g (1 mmol) of (3R)-4-(4-toluenesulfonyl)thiomorpholine-3-carboxylic acid, 0.318 g (1.5 mmol) of (1,3-diphenyl)-propanol, 0.088 g (0.33 mmol) of CAS, 0.227 g (1.2 mmol) of DCC and 0.04 g (0.33 mmol) of DMAP were dissolved in 15 mL of CH2Cl2. The mixture was stirred for 24 h at room temperature. The solid was filtrated and the solvent was evaporated. The residual was dissolved in a suitable amount of ethyl acetate (20 ml) and then the mixture was filtered to remove insoluble substance. The e...